From a dataset of the Open Reaction Database (ORD), a public repository of structured organic reaction records. describe an organic reaction: reactants, conditions, products, and yield Starting materials: C1=CC=CC=2C3=CC=CC=C3CC12 (fluorene), C[Li] (methyllithium). Solvent: O1CCCC1 (tetrahydrofuran), O1CCCC1 (tetrahydrofuran). Yields the product C1(=CC=CC=2C3=CC=CC=C3CC12)[Li] (fluorenyllithium). As a reaction SMILES: [CH:1]1[C:13]2[CH2:12][C:11]3[C:6](=[CH:7][CH:8]=[CH:9][CH:10]=3)[C:5]=2[CH:4]=[CH:3][CH:2]=1.C[Li:15]>O1CCCC1>[C:1]1([Li:15])[C:13]2[CH2:12][C:11]3[C:6](=[CH:7][CH:8]=[CH:9][CH:10]=3)[C:5]=2[CH:4]=[CH:3][CH:2]=1. Reported procedure: In a 500-cm3 four-necked flask in which the atmosphere was replaced with nitrogen, 16.6 g of fluorene were dissolved in 150 cm3 of tetrahydrofuran, followed by treating the solution with methyllithium, thereby obtaining a tetrahydrofuran solution of fluorenyllithium. Next, 200 cm3 of a tetrahydrofuran solution containing 10.4 g of previously synthesized 1,4-biscyclopentadienylidenecyclohexane were added dropwise to the tetrahydrofuran solution at -10° C. over 30 minutes. After completion of the ... The reactants are [Br-], CC(C)(C)OC(=O)N1C(CC=O)COC1(C)C, C[Mg+], CCOCC, C1CCOC1. Yields the product CC(O)CC1COC(C)(C)N1C(=O)OC(C)(C)C. RXN SMILES: [Br-:18].[C:1]([CH3:2])([CH3:3])([CH3:4])[O:5][C:6](=[O:7])[N:8]1[C:9]([CH3:16])([CH3:17])[O:10][CH2:11][CH:12]1[CH2:13][CH:14]=[O:15].[CH3:19][Mg+:20].[CH3:26][CH2:27][O:28][CH2:29][CH3:30].[O:21]1[CH2:22][CH2:23][CH2:24][CH2:25]1>>[C:1]([CH3:2])([CH3:3])([CH3:4])[O:5][C:6](=[O:7])[N:8]1[C:9]([CH3:16])([CH3:17])[O:10][CH2:11][CH:12]1[CH2:13][CH:14]([OH:15])[CH3:19]. Starting materials: C1(=CC=CC=C1)C(NC(=O)[C@@H]1[C@]2(C)[C@@H](CC1)[C@@H]1CC=C3C=C(CC[C@]3(C)[C@H]1CC2)C#N)C2=CC=CC=C2 (N-diphenylmethyl-3-cyanoandrosta-3,5-diene-17β-carboxamide), [OH-].[K+] (potassium hydroxide), O (water), Cl (hydrochloric acid). The solvent is C(CO)O (ethylene glycol). The product is C1(=CC=CC=C1)C(NC(=O)[C@@H]1[C@]2(C)[C@@H](CC1)[C@@H]1CC=C3C=C(CC[C@]3(C)[C@H]1CC2)C(=O)O)C2=CC=CC=C2 (17β-[N-(Diphenylmethyl)carbamoyl]androsta-3,5-diene-3-carboxylic acid). RXN SMILES: [C:1]1([CH:7]([C:32]2[CH:37]=[CH:36][CH:35]=[CH:34][CH:33]=2)[NH:8][C:9]([C@H:11]2[CH2:16][CH2:15][C@H:14]3[C@H:17]4[C@H:27]([CH2:28][CH2:29][C@:12]23[CH3:13])[C@:25]2([CH3:26])[C:20]([CH:21]=[C:22]([C:30]#N)[CH2:23][CH2:24]2)=[CH:19][CH2:18]4)=[O:10])[CH:6]=[CH:5][CH:4]=[CH:3][CH:2]=1.[OH-:38].[K+].Cl.[OH2:41]>C(O)CO>[C:32]1([CH:7]([C:1]2[CH:6]=[CH:5][CH:4]=[CH:3][CH:2]=2)[NH:8][C:9]([C@H:11]2[CH2:16][CH2:15][C@H:14]3[C@H:17]4[C@H:27]([CH2:28][CH2:29][C@:12]23[CH3:13])[C@:25]2([CH3:26])[C:20]([CH:21]=[C:22]([C:30]([OH:41])=[O:38])[CH2:23][CH2:24]2)=[CH:19][CH2:18]4)=[O:10])[CH:37]=[CH:36][CH:35]=[CH:34][CH:33]=1 |f:1.2|. Procedure details: 0.8 g of N-diphenylmethyl-3-cyanoandrosta-3,5-diene-17β-carboxamide [prepared as described in step (c) above] and 6.0 g of potassium hydroxide were dissolved in a mixture of 14 ml of water and 20 ml of ethylene glycol, and then the mixture was heated under reflux for 16 hours. At the end of this time, the reaction mixture was cooled to room temperature and made acidic by the addition of dilute aqueous hydrochloric acid. The mixture was then extracted three times with methylene chloride. The comb... Reactants: O1CCOC12CCC(CC2)N2OCCCC2 (2-(1,4-dioxaspiro[4.5]decan-8-yl)-1,2-oxazinane), Cl (HCl). Run in C(C)#N (acetonitrile). Conditions: time 18 hour. The product is O1N(CCCC1)C1CCC(CC1)=O (4-(1,2-oxazinan-2-yl)cyclohexanone). RXN SMILES: O1[C:5]2([CH2:10][CH2:9][CH:8]([N:11]3[CH2:16][CH2:15][CH2:14][CH2:13][O:12]3)[CH2:7][CH2:6]2)[O:4]CC1.Cl>C(#N)C>[O:12]1[CH2:13][CH2:14][CH2:15][CH2:16][N:11]1[CH:8]1[CH2:7][CH2:6][C:5](=[O:4])[CH2:10][CH2:9]1. Reported procedure: 2-(1,4-dioxaspiro[4.5]decan-8-yl)-1,2-oxazinane (350 mg, 1.54 mmol) from above step A, was dissolved in acetonitrile, treated with 6N HCl, and stirred at room temperature for 18 h. reaction mixture was concentrated in vacuo, treated with saturated NaHCO3 to pH 6. The solvents were removed under vacuum and the residue treated with saturated NaCl (2 mL) and extracted with 4:1 EtOAc/iPrOH (×4). The organic fractions were combined, filtered and evaporated to give the title compound. Reaction SMILES: [CH3:1][C:2]1[NH:3][C:4]2[C:9]([C:10]=1[C:11]1[CH:16]=[CH:15][CH:14]=[CH:13][CH:12]=1)=[CH:8][CH:7]=[CH:6][C:5]=2[CH2:17][C:18]([O:20][CH2:21][CH3:22])=[O:19].C(O)(=[O:25])C.O=[O+][O-].[OH2:30]>>[C:2]([NH:3][C:4]1[C:9]([C:10](=[O:25])[C:11]2[CH:16]=[CH:15][CH:14]=[CH:13][CH:12]=2)=[CH:8][CH:7]=[CH:6][C:5]=1[CH2:17][C:18]([O:20][CH2:21][CH3:22])=[O:19])(=[O:30])[CH3:1]. Starting materials: C(C)(=O)O (acetic acid), O (water), CC=1NC2=C(C=CC=C2C1C1=CC=CC=C1)CC(=O)OCC (ethyl α-(2-methyl-3-phenylindol-7yl)acetate), product, C(C)(=O)O (acetic acid), O=[O+][O-] (ozone). Procedure details: A solution of 5 g. (0.017 mole) of ethyl α-(2-methyl-3-phenylindol-7yl)acetate and 75 ml. of acetic acid was treated with ozone for 25 minutes. After ozonation, the acetic acid solution was diluted with water and extracted with ether. The ether extracts were washed with water, 5% sodium carbonate, dried (magnesium sulfate) and concentrated. Recrystallization from isopropanol gave 2.6 g. (47%) of product which melted at 133°-134° C. Yields the product C(C)(=O)NC1=C(C=CC=C1C(C1=CC=CC=C1)=O)CC(=O)OCC (Ethyl 2-acetamido-3-benzoylphenylacetate). Starting materials: ClC=1N=C(C2=C(N1)C(=CS2)C)NCCCCCCCCC (2-chloro-4-nonylamino-7-methylthieno[3,2-d]pyrimidine), C(C=C)N (allylamine), C(O)([O-])=O.[Na+] (sodium hydrogen carbonate). The product is C(C=C)NC=1N=C(C2=C(N1)C(=CS2)C)NCCCCCCCCC (2-Allylamino-4-nonylamino-7-methylthieno[3,2-d]pyrimidine). The yield is 57.2%. Reaction SMILES: Cl[C:2]1[N:3]=[C:4]([NH:12][CH2:13][CH2:14][CH2:15][CH2:16][CH2:17][CH2:18][CH2:19][CH2:20][CH3:21])[C:5]2[S:10][CH:9]=[C:8]([CH3:11])[C:6]=2[N:7]=1.[CH2:22]([NH2:25])[CH:23]=[CH2:24].C(=O)([O-])O.[Na+]>>[CH2:22]([NH:25][C:2]1[N:3]=[C:4]([NH:12][CH2:13][CH2:14][CH2:15][CH2:16][CH2:17][CH2:18][CH2:19][CH2:20][CH3:21])[C:5]2[S:10][CH:9]=[C:8]([CH3:11])[C:6]=2[N:7]=1)[CH:23]=[CH2:24] |f:2.3|. Procedure: In a sealed tube were heated 391 mg (1.2 mmol) of 2-chloro-4-nonylamino-7-methylthieno[3,2-d]pyrimidine and 1.10 g (19.2 mmol) of allylamine at 160° C. for 16 hours. After completion of the reaction, the reaction mixture was allowed to resume room temperature, and a saturated aqueous sodium hydrogen carbonate solution was added thereto, followed by extraction with ethyl acetate (50 ml×2). The organic layer was washed with brine and dried over anhydrous sodium sulfate, and then the solvent was di... The reactants are C(C)OC(=O)C=1C(C=2C=C3C(=NC2N(C1)C)C(=C(C(=C3)F)F)F)=O (3-ethoxycarbonyl-7,8,9-trifluoro-1-methyl-4-oxo-1,4-dihydrobenzo[b][1,8]naphthyridine), Cl.Cl.ON1CCNCC1 (1-hydroxypiperazine dihydrochloride), C([O-])([O-])=O.[K+].[K+] (potassium carbonate). Yields the product C(C)OC(=O)C=1C(C=2C=C3C(=NC2N(C1)C)C(=C(C(=C3)F)N3CCN(CC3)O)F)=O (3-Ethoxycarbonyl-7,9-difluoro-8-(4-hydroxy-1-piperazinyl)-1-methyl-4-oxo-1,4-dihydrobenzo [b][1,8]naphthyridine). Isolated yield 59.2%. RXN SMILES: [CH2:1]([O:3][C:4]([C:6]1[C:7](=[O:24])[C:8]2[CH:9]=[C:10]3[CH:20]=[C:19]([F:21])[C:18](F)=[C:17]([F:23])[C:11]3=[N:12][C:13]=2[N:14]([CH3:16])[CH:15]=1)=[O:5])[CH3:2].Cl.Cl.[OH:27][N:28]1[CH2:33][CH2:32][NH:31][CH2:30][CH2:29]1.C(=O)([O-])[O-].[K+].[K+]>>[CH2:1]([O:3][C:4]([C:6]1[C:7](=[O:24])[C:8]2[CH:9]=[C:10]3[CH:20]=[C:19]([F:21])[C:18]([N:31]4[CH2:32][CH2:33][N:28]([OH:27])[CH2:29][CH2:30]4)=[C:17]([F:23])[C:11]3=[N:12][C:13]=2[N:14]([CH3:16])[CH:15]=1)=[O:5])[CH3:2] |f:1.2.3,4.5.6|. Reported procedure: 3-Ethoxycarbonyl-7,9-difluoro-8-(4-hydroxy-1-piperazinyl)-1-methyl-4-oxo-1,4-dihydrobenzo [b][1,8]naphthyridine was prepared under the conditions of Example 39, but starting with 3-ethoxycarbonyl-7,8,9-trifluoro-1-methyl-4-oxo-1,4-dihydrobenzo[b][1,8]naphthyridine (1.9 g), 1-hydroxypiperazine dihydrochloride (1 g) and potassium carbonate (1.6 g). 3-Ethoxycarbonyl-7,9-difluoro-8-(4-hydroxy-1-piperazinyl)-1-methyl-4-oxo-1,4-dihydrobenzo [b][1,8]naphthyridine (1.4 g) is obtained in the form of a ye... Starting materials: NC=1C=C2C(C(=O)N(C2=O)C)=CC1 (4-amino-N-methylphthalimide), ClCC1CO1 (1-chloro-2,3-epoxypropane). The solvent is FC(CO)(F)F (2,2,2-trifluoroethanol). Reaction conditions: time 48 hour. The product is ClCC(CNC=1C=C2C(C(=O)N(C2=O)C)=CC1)O (4-(3-Chloro-2-hydroxypropylamino)-N-methylphthalimide). The yield is 77.3%. Reaction SMILES: [NH2:1][C:2]1[CH:3]=[C:4]2[C:9](=[O:10])[N:8]([CH3:11])[C:6](=[O:7])[C:5]2=[CH:12][CH:13]=1.[Cl:14][CH2:15][CH:16]1[O:18][CH2:17]1>FC(F)(F)CO>[Cl:14][CH2:15][CH:16]([OH:18])[CH2:17][NH:1][C:2]1[CH:3]=[C:4]2[C:9](=[O:10])[N:8]([CH3:11])[C:6](=[O:7])[C:5]2=[CH:12][CH:13]=1. Procedure: Twenty-five grams (g) (0.142 mole) 4-amino-N-methylphthalimide [Flitsch, Chem. Ber. 94:2494(1961)] and 20.7 g (0.21 mole) 1-chloro-2,3-epoxypropane were added to 150 ml 2,2,2-trifluoroethanol and the reaction mixture was heated to reflux with stirring for 48 hours. Seventy to eighty ml of 2,2,2-trifluoroethanol was removed by distillation and a heavy yellow precipitate formed when the remaining solution cooled to room temperature. This precipitate was triturated with ethyl acetate, collected by ...